This data is from the Open Reaction Database (ORD), a public repository of structured organic reaction records. The task is: describe an organic reaction: reactants, conditions, products, and yield Starting materials: ClCl (chlorine), C(C=C)(=O)N (acrylic acid amide), C(Cl)(Cl)Cl (chloroform), C(C(=O)Cl)(=O)Cl (oxalyl chloride). Reaction conditions: temperature 20 celsius, time 3 hour. Product: ClC(C(=O)N=C=O)CCl (2,3-dichloropropionyl isocyanate). As a reaction SMILES: ClCl.[C:3]([NH2:7])(=[O:6])C=C.[C:8]([Cl:13])(=O)[C:9](Cl)=[O:10].[CH:14]([Cl:17])(Cl)Cl>>[Cl:13][CH:8]([CH2:14][Cl:17])[C:9]([N:7]=[C:3]=[O:6])=[O:10]. Procedure: 99 g (1.40 mol) of chlorine are introduced with stirring at about 0 to 5° C. into a solution of 100 g of acrylic acid amide in 1000 ml of chloroform. After stirring for 3 hours at about 20° C., 270 g (2.13 mol) of oxalyl chloride are added dropwise with continued stirring. The solution is then boiled under reflux until the evolution of gas is complete. Fractional distillation of the reaction solution gives 172 g (72 % of the theoretical amount) of 2,3-dichloropropionyl isocyanate boiling at 38 t...